This data is from the Open Reaction Database (ORD), a public repository of structured organic reaction records. The task is: describe an organic reaction: reactants, conditions, products, and yield Reactants: CC(C)(C)OC(=O)C(Cc1ccc(F)c(Br)c1)N=C(c1ccccc1)c1ccccc1, C1CCOC1, O, O=C(O)CC(O)(CC(=O)O)C(=O)O. Product: CC(C)(C)OC(=O)C(N)Cc1ccc(F)c(Br)c1. Reaction SMILES: [C:1]([CH3:2])([CH3:3])([CH3:4])[O:5][C:6]([CH:7]([CH2:8][c:9]1[cH:10][c:11]([Br:16])[c:12]([F:15])[cH:13][cH:14]1)[N:17]=[C:18]([c:19]1[cH:20][cH:21][cH:22][cH:23][cH:24]1)[c:25]1[cH:26][cH:27][cH:28][cH:29][cH:30]1)=[O:31].[CH2:45]1[O:46][CH2:47][CH2:48][CH2:49]1.[OH2:50].[OH:32][C:33]([CH2:34][C:35]([C:36](=[O:37])[OH:38])([CH2:39][C:40](=[O:41])[OH:42])[OH:43])=[O:44]>>[C:1]([CH3:2])([CH3:3])([CH3:4])[O:5][C:6]([CH:7]([CH2:8][c:9]1[cH:10][c:11]([Br:16])[c:12]([F:15])[cH:13][cH:14]1)[NH2:17])=[O:31]. The reactants are COC(=O)c1ccc(CCBr)cc1, CCOC(C)=O, [H-], [H][H], [Na+], CN(C)C=O, c1ccc2c(c1)[nH]c1ccccc12. As a reaction SMILES: [CH3:18][O:19][C:20]([c:21]1[cH:22][cH:23][c:24]([CH2:27][CH2:28][Br:29])[cH:25][cH:26]1)=[O:30].[CH3:36][CH2:37][O:38][C:39](=[O:40])[CH3:41].[H-:14].[H:16][H:17].[Na+:15].[O:31]=[CH:32][N:33]([CH3:34])[CH3:35].[cH:1]1[cH:2][cH:3][cH:4][c:5]2[c:6]3[cH:7][cH:8][cH:9][cH:10][c:11]3[nH:12][c:13]12>>[cH:1]1[cH:2][cH:3][cH:4][c:5]2[c:6]3[cH:7][cH:8][cH:9][cH:10][c:11]3[n:12]([CH2:28][CH2:27][c:24]3[cH:23][cH:22][c:21]([C:20]([O:19][CH3:18])=[O:30])[cH:26][cH:25]3)[c:13]12. Yields the product COC(=O)c1ccc(CCn2c3ccccc3c3ccccc32)cc1. The reactants are FC1=CC=2N(C=C1)C(=CN2)C(=O)NC2=C1C(=NN(C1=CC=C2)CC2=NC(=CC=C2)C(C)C)C (7-Fluoro-N-(1-((6-isopropylpyridin-2-yl)methyl)-3-methyl-1H-indazol-4-yl)imidazo[1,2-a]pyridine-3-carboxamide), O1CCN(CC1)CCO (2-morpholinoethanol), CC(C)([O-])C.[K+] (potassium t-butoxide). The solvent is CC(C)(C)O (t-BuOH), O (water). Reaction conditions: temperature 95 celsius. Yields the product C(C)(C)C1=CC=CC(=N1)CN1N=C(C2=C(C=CC=C12)NC(=O)C1=CN=C2N1C=CC(=C2)OCCN2CCOCC2)C (N-(1-((6-isopropylpyridin-2-yl)methyl)-3-methyl-1H-indazol-4-yl)-7-(2-morpholinoethoxy)imidazo[1,2-a]pyridine-3-carboxamide). The yield is 52.7%. Reaction SMILES: F[C:2]1[CH:7]=[CH:6][N:5]2[C:8]([C:11]([NH:13][C:14]3[CH:22]=[CH:21][CH:20]=[C:19]4[C:15]=3[C:16]([CH3:33])=[N:17][N:18]4[CH2:23][C:24]3[CH:29]=[CH:28][CH:27]=[C:26]([CH:30]([CH3:32])[CH3:31])[N:25]=3)=[O:12])=[CH:9][N:10]=[C:4]2[CH:3]=1.[O:34]1[CH2:39][CH2:38][N:37]([CH2:40][CH2:41][OH:42])[CH2:36][CH2:35]1.CC(C)([O-])C.[K+]>CC(O)(C)C.O>[CH:30]([C:26]1[N:25]=[C:24]([CH2:23][N:18]2[C:19]3[C:15](=[C:14]([NH:13][C:11]([C:8]4[N:5]5[CH:6]=[CH:7][C:2]([O:42][CH2:41][CH2:40][N:37]6[CH2:38][CH2:39][O:34][CH2:35][CH2:36]6)=[CH:3][C:4]5=[N:10][CH:9]=4)=[O:12])[CH:22]=[CH:21][CH:20]=3)[C:16]([CH3:33])=[N:17]2)[CH:29]=[CH:28][CH:27]=1)([CH3:31])[CH3:32] |f:2.3|. Procedure: 7-Fluoro-N-(1-((6-isopropylpyridin-2-yl)methyl)-3-methyl-1H-indazol-4-yl)imidazo[1,2-a]pyridine-3-carboxamide (0.250 g, 0.565 mmol), 2-morpholinoethanol (0.371 g, 2.82 mmol), and potassium t-butoxide were combined in t-BuOH in a reaction tube. The tube was sealed and heated to 95° C. for 16 hours. After cooling to ambient temperature, the mixture was diluted with water and extracted with EtOAc. The combined organic extracts were with 10% aqueous potassium carbonate, dried over sodium sulfate, an... The reactants are Cl (hydrochloric acid), C(C)(C)(C)OC(=O)N1[C@H](C[C@H](CC1)OC1=CC(=CC=C1)NC(C1=C(C=C(C=C1)F)Cl)=O)C (4-[3-(2-chloro-4-fluoro-benzoylamino)-phenoxy]-cis-2-methyl-piperidine-1-carboxylic acid tert-butyl ester). Run in O1CCOCC1 (1,4-dioxane). Run at temperature 100 celsius. Yields the product ClC1=C(C(=O)NC2=CC(=CC=C2)O[C@@H]2C[C@@H](NCC2)C)C=CC(=C1)F (2-Chloro-4-fluoro-N-[3-(cis-2-methyl-piperidin-4-yloxy)-phenyl]-benzamide). Reaction SMILES: Cl.C(OC([N:9]1[CH2:14][CH2:13][C@H:12]([O:15][C:16]2[CH:21]=[CH:20][CH:19]=[C:18]([NH:22][C:23](=[O:32])[C:24]3[CH:29]=[CH:28][C:27]([F:30])=[CH:26][C:25]=3[Cl:31])[CH:17]=2)[CH2:11][C@@H:10]1[CH3:33])=O)(C)(C)C>O1CCOCC1>[Cl:31][C:25]1[CH:26]=[C:27]([F:30])[CH:28]=[CH:29][C:24]=1[C:23]([NH:22][C:18]1[CH:19]=[CH:20][CH:21]=[C:16]([O:15][C@H:12]2[CH2:13][CH2:14][NH:9][C@@H:10]([CH3:33])[CH2:11]2)[CH:17]=1)=[O:32]. Procedure: Add 0.7 mL of conc. hydrochloric acid into a solution of 4-[3-(2-chloro-4-fluoro-benzoylamino)-phenoxy]-cis-2-methyl-piperidine-1-carboxylic acid tert-butyl ester isomer 2 (Preparation 86, 0.464 g) in 1,4-dioxane 20 mL and heat at 100° C. for 40 min. Partition between ethyl acetate and saturated aqueous NaCl, dry over anhydrous sodium sulfate, evaporate and purify on a silica gel column (10 g, solvent: dichloromethane-2M NH3 in methanol, gradient) to give the title compound (0.298 g). Mass spect... The reactants are C[O-].[Na+].CO (NaOMe methanol), CO (MeOH), ClC1=NC(=CC(=C1)C(=O)OC)C1=CC=CC=C1 (methyl 2-chloro-6-phenylpyridine-4-carboxylate), C[O-].[Na+].CO (NaOMe methanol), C[O-].[Na+].CO (NaOMe methanol), Cl (hydrochloric acid). The solvent is CC(=O)N(C)C (DMA). The product is COC1=NC(=CC(=C1)C(=O)O)C1=CC=CC=C1 (2-Methoxy-6-phenylpyridine-4-carboxylic acid). Conditions: time 2 hour. Procedure: 25% NaOMe/methanol solution (92 μL) was added to an MeOH (2 mL) solution of methyl 2-chloro-6-phenylpyridine-4-carboxylate (1100 mg), and stirred at room temperature for 2 hours. Further, 25% NaOMe/methanol solution (92 μL) was added to it, and stirred under heat with refluxing for 2 hours and 30 minutes. DMA (3 mL) was added to it, and stirred overnight at 130° C., then 25% NaOMe/methanol solution (92 μL) was added to it, and stirred at 130° C. for 7 hours. With cooling with ice, diluted hydroc... Reaction SMILES: [CH3:1][O-:2].[Na+].CO.CO.Cl[C:9]1[CH:14]=[C:13]([C:15]([O:17]C)=[O:16])[CH:12]=[C:11]([C:19]2[CH:24]=[CH:23][CH:22]=[CH:21][CH:20]=2)[N:10]=1.Cl>CC(N(C)C)=O>[CH3:1][O:2][C:9]1[CH:14]=[C:13]([C:15]([OH:17])=[O:16])[CH:12]=[C:11]([C:19]2[CH:24]=[CH:23][CH:22]=[CH:21][CH:20]=2)[N:10]=1 |f:0.1.2|.